Dataset: the Open Reaction Database (ORD), a public repository of structured organic reaction records. Task: describe an organic reaction: reactants, conditions, products, and yield The reactants are O=C([O-])O, CS(=O)(=O)O, CC#N, CC(C)(C)OC(=O)NC1C(=O)N2C(C(=O)OC(c3ccccc3)c3ccccc3)=C(c3cnc(Nc4cccnc4)s3)CSC12, [Na+]. Yields the product NC1C(=O)N2C(C(=O)OC(c3ccccc3)c3ccccc3)=C(c3cnc(Nc4cccnc4)s3)CSC12. Reaction SMILES: [C:51](=[O:52])([OH:53])[O-:54].[CH3:1][S:2](=[O:3])(=[O:4])[OH:5].[CH3:56][C:57]#[N:58].[CH:6]([c:7]1[cH:8][cH:9][cH:10][cH:11][cH:12]1)([c:13]1[cH:14][cH:15][cH:16][cH:17][cH:18]1)[O:19][C:20](=[O:21])[C:22]1=[C:29]([c:30]2[cH:31][n:32][c:33]([NH:35][c:36]3[cH:37][n:38][cH:39][cH:40][cH:41]3)[s:34]2)[CH2:28][S:27][CH:26]2[N:23]1[C:24](=[O:50])[CH:25]2[NH:42][C:43]([O:44][C:45]([CH3:46])([CH3:47])[CH3:48])=[O:49].[Na+:55]>>[CH:6]([c:7]1[cH:8][cH:9][cH:10][cH:11][cH:12]1)([c:13]1[cH:14][cH:15][cH:16][cH:17][cH:18]1)[O:19][C:20](=[O:21])[C:22]1=[C:29]([c:30]2[cH:31][n:32][c:33]([NH:35][c:36]3[cH:37][n:38][cH:39][cH:40][cH:41]3)[s:34]2)[CH2:28][S:27][CH:26]2[N:23]1[C:24](=[O:50])[CH:25]2[NH2:42]. The reactants are COC(OC)OC (trimethylorthoformat), C=1C(=CC(=C(C1Cl)N2C(=C(C(=N2)C#N)[S+](C(F)(F)F)[O-])N)Cl)C(F)(F)F (fipronil), C=1C(=CC(=C(C1Cl)N2C(=C(C(=N2)C#N)[S+](C(F)(F)F)[O-])N)Cl)C(F)(F)F (fipronil), C1(=CC=C(C=C1)S(=O)(=O)O)C (paratoluensulfonic acid). Yields the product C(#N)C1=NN(C(=C1S(=O)C(F)(F)F)N=COC)C1=C(C=C(C=C1Cl)C(F)(F)F)Cl (3-Cyano-1-(2,6-dichloro-4-trifluoromethylphenyl)-5-methoxymethylideneamino-4-trifluoromethylsulfinylpyrazole). RXN SMILES: [CH3:1][O:2][CH:3](OC)OC.[CH:8]1[C:9]([C:30]([F:33])([F:32])[F:31])=[CH:10][C:11]([Cl:29])=[C:12]([N:15]2[N:19]=[C:18]([C:20]#[N:21])[C:17]([S+:22]([O-:27])[C:23]([F:26])([F:25])[F:24])=[C:16]2[NH2:28])[C:13]=1[Cl:14].C1(C)C=CC(S(O)(=O)=O)=CC=1>>[C:20]([C:18]1[C:17]([S:22]([C:23]([F:24])([F:25])[F:26])=[O:27])=[C:16]([N:28]=[CH:3][O:2][CH3:1])[N:15]([C:12]2[C:13]([Cl:14])=[CH:8][C:9]([C:30]([F:31])([F:33])[F:32])=[CH:10][C:11]=2[Cl:29])[N:19]=1)#[N:21]. Procedure details: A substantial molar excess of trimethylorthoformat is reacted with fipronil (Compound IV) at reflux with 0.5 equivalents of paratoluensulfonic acid to provide 3-Cyano-1-(2,6-dichloro-4-trifluoromethylphenyl)-5-methoxymethylideneamino-4-trifluoromethylsulfinylpyrazole (Compound III). Starting materials: C(C1=CC=CC=C1)(=O)Cl (Benzoyl chloride), COC(CC1CC1)=O (2-cyclopropylacetic acid methyl ester). Product: COC(C(C1CC1)C(C1=CC=CC=C1)=O)=O (2-Benzoyl-2-cyclopropylacetic acid methyl ester). The yield is 28.0%. As a reaction SMILES: [C:1](Cl)(=[O:8])[C:2]1[CH:7]=[CH:6][CH:5]=[CH:4][CH:3]=1.[CH3:10][O:11][C:12](=[O:17])[CH2:13][CH:14]1[CH2:16][CH2:15]1>>[CH3:10][O:11][C:12](=[O:17])[CH:13]([C:1](=[O:8])[C:2]1[CH:7]=[CH:6][CH:5]=[CH:4][CH:3]=1)[CH:14]1[CH2:16][CH2:15]1. Reported procedure: Benzoyl chloride (1.0 ml) and 2-cyclopropylacetic acid methyl ester were subjected to reaction and post-treatment in a similar manner to that described in Reference example 8(a) to obtain the title compound (1.05 g, 28%) as a colorless liquid. The reactants are [Cl-].[NH4+] (ammonium chloride), C1(=CC=CC=C1)[Si]1(CCC(CC1)C1CCC(CC1)=O)CCC (4-(4-phenyl-4-n-propyl-4-silacyclohexyl)cyclohexanone), FC1=CC=C(C=C1)[Mg]Cl (p-fluorophenylmagnesium chloride). Run in solution, O1CCCC1 (tetrahydrofuran). Reaction conditions: time 2 hour. The product is FC1=CC=C(C=C1)C1=CCC(CC1)C1CC[Si](CC1)(CCC)C1=CC=CC=C1 (4-(4-(4-fluorophenyl)-3-cyclohexenyl)-1-phenyl-1-n-propyl-1-silacyclohexane). Reaction SMILES: [C:1]1([Si:7]2([CH2:20][CH2:21][CH3:22])[CH2:12][CH2:11][CH:10]([CH:13]3[CH2:18][CH2:17][C:16](=O)[CH2:15][CH2:14]3)[CH2:9][CH2:8]2)[CH:6]=[CH:5][CH:4]=[CH:3][CH:2]=1.[F:23][C:24]1[CH:29]=[CH:28][C:27]([Mg]Cl)=[CH:26][CH:25]=1.[Cl-].[NH4+]>O1CCCC1>[F:23][C:24]1[CH:29]=[CH:28][C:27]([C:16]2[CH2:17][CH2:18][CH:13]([CH:10]3[CH2:11][CH2:12][Si:7]([C:1]4[CH:6]=[CH:5][CH:4]=[CH:3][CH:2]=4)([CH2:20][CH2:21][CH3:22])[CH2:8][CH2:9]3)[CH2:14][CH:15]=2)=[CH:26][CH:25]=1 |f:2.3|. Procedure details: 31.5 g of 4-(4-phenyl-4-n-propyl-4-silacyclohexyl)cyclohexanone was dropped in 120 ml of a solution of 1.0 mole of p-fluorophenylmagnesium chloride in tetrahydrofuran at a temperature of 40° to 50° C. After agitation at 50° C. for 2 hours, the reaction mixture was poured into a saturated ammonium chloride aqueous solution, followed by extraction with benzene. 1.0 g of p-toluenesulfonic acid monohydrate was added to the benzene phase, followed by distilling off the resultant water under reflux. W... Starting materials: BrBr (bromine), CO.C(Cl)Cl (methanol methylene chloride), COC1=CC=C(C=C1)N1C(N2C(=CNC3=CC=CC=C23)C1=O)=O (2-(4-Methoxyphenyl)-imidazo[1,5,a]quinoxaline-1,3(2H,5H)-dione), C(C)(=O)O (acetic acid). Reagents/catalysts: [Zn] (zinc). Solvent: O1CCOCC1 (dioxane). Reaction conditions: temperature 20 celsius, time 15 minute. Product: BrC1=CC=C2NC=C3N(C2=C1)C(N(C3=O)C3=CC=C(C=C3)OC)=O (8-Bromo-2-(4-methoxyphenyl)-imidazo[1,5,a]quinoxaline-1,3(2H,5H)-dione). As a reaction SMILES: [CH3:1][O:2][C:3]1[CH:8]=[CH:7][C:6]([N:9]2[C:21](=[O:22])[C:12]3=[CH:13][NH:14][C:15]4[C:20]([N:11]3[C:10]2=[O:23])=[CH:19][CH:18]=[CH:17][CH:16]=4)=[CH:5][CH:4]=1.[Br:24]Br.C(O)(=O)C.CO.C(Cl)Cl>O1CCOCC1.[Zn]>[Br:24][C:18]1[CH:19]=[C:20]2[C:15]([NH:14][CH:13]=[C:12]3[C:21](=[O:22])[N:9]([C:6]4[CH:7]=[CH:8][C:3]([O:2][CH3:1])=[CH:4][CH:5]=4)[C:10](=[O:23])[N:11]32)=[CH:16][CH:17]=1 |f:3.4|. Reported procedure: To a suspension of 2-(4-Methoxyphenyl)-imidazo[1,5,a]quinoxaline-1,3(2H,5H)-dione (100 mg) in anhydrous dioxane (4mL) was added bromine (200 mg). The reaction was stirred at 20° C. for 15 min, and was then poured directly into boiling acetic acid (50 mL) containing zinc powder (500 mg). The reaction was refluxed for 5 min and allowed to cool to room temperature. After dilution with 10% methanol/methylene chloride (100 mL). the mixture was filtered through silica gel, the solvent was removed in v... Product: FC(COC1=CC=C(C(=O)NC(C(=O)NCCO)CC2=CC=C(C=C2)OC(F)(F)F)C=C1)F (4-(2,2-Difluoroethoxy)-N-{2-[(2-hydroxyethyl)amino]-2-oxo-1-[4-(trifluoromethoxy)benzyl]ethyl}benzamide). Starting materials: C1(CC1)CCOC1=CC=C(C(=O)NC(C(=O)NCCO)CC2=CC=C(C=C2)CCC)C=C1 (4-(2-Cyclopropylethoxy)-N-[2-[(2-hydroxyethyl)amino]-2-oxo-1-(4-propylbenzyl)ethyl]benzamide), FC(COC1=CC=C(C(=O)N\C(=C/C2=CC=C(C=C2)OC(F)(F)F)\C(=O)NCCO)C=C1)F (4-(2,2-difluoroethoxy)-N-{(Z)-1-{[(2-hydroxyethyl)amino]carbonyl}-2-[4-(trifluoromethoxy)phenyl]vinyl}benzamide). As a reaction SMILES: C1(CCOC2C=CC(C(NC(CC3C=CC(CCC)=CC=3)C(NCCO)=O)=O)=CC=2)CC1.[F:33][CH:34]([F:65])[CH2:35][O:36][C:37]1[CH:64]=[CH:63][C:40]([C:41]([NH:43]/[C:44](/[C:57]([NH:59][CH2:60][CH2:61][OH:62])=[O:58])=[CH:45]\[C:46]2[CH:51]=[CH:50][C:49]([O:52][C:53]([F:56])([F:55])[F:54])=[CH:48][CH:47]=2)=[O:42])=[CH:39][CH:38]=1>>[F:65][CH:34]([F:33])[CH2:35][O:36][C:37]1[CH:64]=[CH:63][C:40]([C:41]([NH:43][CH:44]([CH2:45][C:46]2[CH:51]=[CH:50][C:49]([O:52][C:53]([F:54])([F:55])[F:56])=[CH:48][CH:47]=2)[C:57]([NH:59][CH2:60][CH2:61][OH:62])=[O:58])=[O:42])=[CH:39][CH:38]=1. Reported procedure: A reaction similar to that described in Example (1 (1e) was conducted using 4-(2,2-difluoroethoxy)-N-{(Z)-1-{[(2-hydroxyethyl)amino]carbonyl}-2-[4-(trifluoromethoxy)phenyl]vinyl}benzamide (190 mg) to give 140 mg of the title compound (white powder). Isolated yield 73.4%. Starting materials: C1(=C(C(=O)C(=C(C1=O)Cl)Cl)Cl)Cl (chloranil), C1(C=2C(C(N1)=O)=CC=CC2)=O.[K] (potassium phthalimide). The solvent is C(C)#N (acetonitrile), CN(C=O)C (dimethylformamide). Yields the product C1(C=2C(C(N1C1=C(C(C(=C(C1=O)N1C(C=3C(C1=O)=CC=CC3)=O)N3C(C=1C(C3=O)=CC=CC1)=O)=O)N1C(C=3C(C1=O)=CC=CC3)=O)=O)=CC=CC2)=O (Tetraphthalimido-1,4-benzoquinone). Reaction SMILES: [C:1]1(Cl)[C:7](=[O:8])[C:6](Cl)=[C:5](Cl)[C:3](=[O:4])[C:2]=1Cl.[C:13]1(=[O:23])[NH:17][C:16](=[O:18])[C:15]2=[CH:19][CH:20]=[CH:21][CH:22]=[C:14]12.[K]>C(#N)C.CN(C)C=O>[C:13]1(=[O:23])[N:17]([C:1]2[C:7](=[O:8])[C:6]([N:17]3[C:13](=[O:23])[C:14]4=[CH:22][CH:21]=[CH:20][CH:19]=[C:15]4[C:16]3=[O:18])=[C:5]([N:17]3[C:13](=[O:23])[C:14]4=[CH:22][CH:21]=[CH:20][CH:19]=[C:15]4[C:16]3=[O:18])[C:3](=[O:4])[C:2]=2[N:17]2[C:16](=[O:18])[C:15]3=[CH:19][CH:20]=[CH:21][CH:22]=[C:14]3[C:13]2=[O:23])[C:16](=[O:18])[C:15]2=[CH:19][CH:20]=[CH:21][CH:22]=[C:14]12 |f:1.2,^1:23|. Procedure: A suspension of chloranil (10.00 g, 0.04 mole) and potassium phthalimide (30.00 g, 0.16 mole) in acetonitrile is refluxed overnight. The deep purple solution is allowed to cool and then filtered, yielding a tan solid. This solid is then boiled in approximately 200 ml of dimethylformamide for ten minutes. The hot DMF suspension is then filtered yielding a white thixotropic solid. Reactants: NC1=C(C=CC=C1)NC(CN(C)C)=O (N-(2-aminophenyl)-2-dimethylaminoacetamide), C(C)OC(=O)N=C=S (ethoxycarbonyl isothiocyanate). Run in C(C)#N (acetonitrile). Reaction conditions: time 5 minute. The product is C(C)OC(=O)NC(=S)NC1=C(C=CC=C1)NC(CN(C)C)=O (1-ethoxycarbonyl-3-(2-dimethylaminoacetamidophenyl)thiourea). Yield: 62.9%. Reaction SMILES: [NH2:1][C:2]1[CH:7]=[CH:6][CH:5]=[CH:4][C:3]=1[NH:8][C:9](=[O:14])[CH2:10][N:11]([CH3:13])[CH3:12].[CH2:15]([O:17][C:18]([N:20]=[C:21]=[S:22])=[O:19])[CH3:16]>C(#N)C>[CH2:15]([O:17][C:18]([NH:20][C:21]([NH:1][C:2]1[CH:7]=[CH:6][CH:5]=[CH:4][C:3]=1[NH:8][C:9](=[O:14])[CH2:10][N:11]([CH3:12])[CH3:13])=[S:22])=[O:19])[CH3:16]. Procedure: A suspension of N-(2-aminophenyl)-2-dimethylaminoacetamide (8.9 g) (prepared as described in Example 6) in acetonitrile (50 ml) was treated with ethoxycarbonyl isothiocyanate (6.4 g), dropwise with stirring, maintaining the temperature at 15°-20° C. by external cooling. When the addition was complete, the solid had dissolved but after being left to stand for a further 5 minutes, another solid precipitated. This was filtered off and washed with ice-cold acetonitrile to give 1-ethoxycarbonyl-3-(2-... Reactants: O=S(=O)(CC1CC(Br)CO1)c1ccc(F)cc1, CC([O-])=S, CC#N, [K+]. Product: CC(=O)SC1COC(CS(=O)(=O)c2ccc(F)cc2)C1. As a reaction SMILES: [Br:1][CH:2]1[CH2:3][CH:4]([CH2:7][S:8](=[O:9])(=[O:10])[c:11]2[cH:12][cH:13][c:14]([F:17])[cH:15][cH:16]2)[O:5][CH2:6]1.[C:18]([CH3:19])(=[S:20])[O-:21].[CH3:23][C:24]#[N:25].[K+:22]>>[CH:2]1([S:20][C:18]([CH3:19])=[O:21])[CH2:3][CH:4]([CH2:7][S:8](=[O:9])(=[O:10])[c:11]2[cH:12][cH:13][c:14]([F:17])[cH:15][cH:16]2)[O:5][CH2:6]1. The reactants are COC(CC(C)(C)N1C=NC(=C1)NC(C(C)N)=O)=O (3-[4-(2-Amino-propionylamino)-imidazol-1-yl]-3-methyl-butyric acid methyl ester), O[C@H](C(=O)O)C(C)(C)C ((S)-2-hydroxy-3,3-dimethyl-butyric acid). Product: COC(CC(C)(C)N1C=NC(=C1)NC(C(C)NC(C(C(C)(C)C)O)=O)=O)=O (3-{4-[2-(2-Hydroxy-3,3-dimethyl-butyrylamino)-propionylamino]-imidazol-1-yl}-3-methyl-butyric acid methyl ester). RXN SMILES: [CH3:1][O:2][C:3](=[O:19])[CH2:4][C:5]([N:8]1[CH:12]=[C:11]([NH:13][C:14](=[O:18])[CH:15]([NH2:17])[CH3:16])[N:10]=[CH:9]1)([CH3:7])[CH3:6].[OH:20][C@@H:21]([C:25]([CH3:28])([CH3:27])[CH3:26])[C:22](O)=[O:23]>>[CH3:1][O:2][C:3](=[O:19])[CH2:4][C:5]([N:8]1[CH:12]=[C:11]([NH:13][C:14](=[O:18])[CH:15]([NH:17][C:22](=[O:23])[CH:21]([OH:20])[C:25]([CH3:28])([CH3:27])[CH3:26])[CH3:16])[N:10]=[CH:9]1)([CH3:7])[CH3:6]. Procedure details: 3-[4-(2-Amino-propionylamino)-imidazol-1-yl]-3-methyl-butyric acid methyl ester was coupled with (S)-2-hydroxy-3,3-dimethyl-butyric acid to provide the title compound: C13 NMR (100 MHz, CDCl3) 19.2, 26.2, 28.1, 28.2, 35.2, 47.1, 48.6, 51.9, 56.4, 79.7, 105.1, 112.4, 131.0, 137.7, 169.7, 170.0, 173.0; MS 383.3 m/z (M+1).